Task: describe an organic reaction: reactants, conditions, products, and yield. Dataset: the Open Reaction Database (ORD), a public repository of structured organic reaction records Reactants: COC1=CC=CC(=N1)CN1N=C(C2=C(C=CC=C12)[N+](=O)[O-])C=C (1-((6-methoxypyridin-2-yl)methyl)-4-nitro-3-vinyl-1H-indazole). The reagents and catalysts are [OH-].[OH-].[Pd+2] (Pd(OH)2/C). Run in CO (MeOH). Reaction conditions: time 5 hour. Product: C(C)C1=NN(C=2C=CC=C(C12)N)CC1=NC(=CC=C1)OC (3-ethyl-1-((6-methoxypyridin-2-yl)methyl)-1H-indazol-4-amine). Yield: 79.1%. RXN SMILES: [CH3:1][O:2][C:3]1[N:8]=[C:7]([CH2:9][N:10]2[C:18]3[C:13](=[C:14]([N+:19]([O-])=O)[CH:15]=[CH:16][CH:17]=3)[C:12]([CH:22]=[CH2:23])=[N:11]2)[CH:6]=[CH:5][CH:4]=1>CO.[OH-].[OH-].[Pd+2]>[CH2:22]([C:12]1[C:13]2[C:14]([NH2:19])=[CH:15][CH:16]=[CH:17][C:18]=2[N:10]([CH2:9][C:7]2[CH:6]=[CH:5][CH:4]=[C:3]([O:2][CH3:1])[N:8]=2)[N:11]=1)[CH3:23] |f:2.3.4|. Reported procedure: To 1-((6-methoxypyridin-2-yl)methyl)-4-nitro-3-vinyl-1H-indazole (1.89 g, 6.09 mmol) in MeOH (60 mL) was added Pd(OH)2/C (20 wt %, 400 mg). The reaction mixture was purged with N2 and charge with H2 (45 psi). The reaction mixture was recharged H2 to 45 psi after 45 minute. The reaction was stopped after 5 hours. The reaction mixture was filtered through Celite®, washed with MeOH (200 mL) and concentrated to provide the desired product (1.36 g). Reactants: COC(=O)C1=NC=C(N=C1)OC1=C(C(=C(C=C1)C(C(C(F)(F)F)(C1=CN(C(C=C1)=O)C)O)C)Cl)Cl (5-{2,3-Dichloro-4-[3,3,3-trifluoro-2-hydroxy-1-methyl-2-(1-methyl-6-oxo-1,6-dihydro-pyridin-3-yl)-propyl]-phenoxy}-pyrazine-2-carboxylic acid methyl ester), [OH-].[Na+] (NaOH), Cl (HCl). The solvent is C1CCOC1 (THF). Run at time 2 hour. Yields the product ClC1=C(OC=2N=CC(=NC2)C(=O)O)C=CC(=C1Cl)C(C(C(F)(F)F)(C1=CN(C(C=C1)=O)C)O)C (5-{2,3-Dichloro-4-[3,3,3-trifluoro-2-hydroxy-1-methyl-2-(1-methyl-6-oxo-1,6-dihydro-pyridin-3-yl)-propyl]-phenoxy}-pyrazine-2-carboxylic acid). Isolated yield 100.3%. As a reaction SMILES: C[O:2][C:3]([C:5]1[CH:10]=[N:9][C:8]([O:11][C:12]2[CH:17]=[CH:16][C:15]([CH:18]([CH3:33])[C:19]([OH:32])([C:24]3[CH:29]=[CH:28][C:27](=[O:30])[N:26]([CH3:31])[CH:25]=3)[C:20]([F:23])([F:22])[F:21])=[C:14]([Cl:34])[C:13]=2[Cl:35])=[CH:7][N:6]=1)=[O:4].[OH-].[Na+].Cl>C1COCC1>[Cl:35][C:13]1[C:14]([Cl:34])=[C:15]([CH:18]([CH3:33])[C:19]([OH:32])([C:24]2[CH:29]=[CH:28][C:27](=[O:30])[N:26]([CH3:31])[CH:25]=2)[C:20]([F:23])([F:21])[F:22])[CH:16]=[CH:17][C:12]=1[O:11][C:8]1[N:9]=[CH:10][C:5]([C:3]([OH:4])=[O:2])=[N:6][CH:7]=1 |f:1.2|. Procedure details: 5-{2,3-Dichloro-4-[3,3,3-trifluoro-2-hydroxy-1-methyl-2-(1-methyl-6-oxo-1,6-dihydro-pyridin-3-yl)-propyl]-phenoxy}-pyrazine-2-carboxylic acid methyl ester (Example 237; 160 mg, 0.3 mmol) in 1.2 ml THF was treated with 0.6 ml 1N aqueous NaOH and stirred at rt for 2 h. After addition of 1 ml 1N HCl, the reaction mixture was extracted twice with ethyl acetate and the combined organic phases were washed with water and brine, dried over magnesium sulfate, filtered off and concentrated in vacuo to giv... Starting materials: ethyl 2-bromocanate, COC1=CC=C(C=C1)S (4-methoxythiophenol). The product is C(C)OC(C(CCCCCC)SC1=CC=C(C=C1)OC)=O (2-(4-Methoxy-phenylsulfanyl)-octanoic acid ethyl ester). As a reaction SMILES: [BrH]1[CH2:8][CH2:7][CH2:6][CH2:5][CH2:4][CH2:3][CH:2]1[C:9]([O:11][CH2:12][CH3:13])=[O:10].[CH3:14][O:15][C:16]1[CH:21]=[CH:20][C:19]([SH:22])=[CH:18][CH:17]=1>>[CH2:12]([O:11][C:9](=[O:10])[CH:2]([S:22][C:19]1[CH:20]=[CH:21][C:16]([O:15][CH3:14])=[CH:17][CH:18]=1)[CH2:3][CH2:4][CH2:5][CH2:6][CH2:7][CH3:8])[CH3:13]. Procedure: 2-(4-Methoxy-phenylsulfanyl)-octanoic acid ethyl ester was prepared according to the general method as outlined in example 9. Starting from ethyl 2-bromocanate (11.8 g, 47.3 mmol) and 4-methoxythiophenol (6 g, 43 mmol). Yield: 7.24 g (57%); clear oil; MS: 311.2 (M+H)+. Starting materials: FC1(CN(C1)C=1C(=CC(=NC1)C(=O)O)OCC(F)(F)F)F (5-(3,3-difluoroazetidin-1-yl)-4-(2,2,2-trifluoroethoxy)pyridine-2-carboxylic acid), NC1(COC1)CC(=O)NC (2-(3-aminooxetan-3-yl)-N-methyl-acetamide). Product: FC1(CN(C1)C=1C(=CC(=NC1)C(=O)NC1(COC1)CC(=O)NC)OCC(F)(F)F)F (5-(3,3-difluoroazetidin-1-yl)-N-[3-[2-(methylamino)-2-oxoethyl]oxetan-3-yl]-4-(2,2,2-trifluoroethoxy)pyridine-2-carboxamide). Reaction SMILES: [F:1][C:2]1([F:21])[CH2:5][N:4]([C:6]2[C:7]([O:15][CH2:16][C:17]([F:20])([F:19])[F:18])=[CH:8][C:9]([C:12](O)=[O:13])=[N:10][CH:11]=2)[CH2:3]1.[NH2:22][C:23]1([CH2:27][C:28]([NH:30][CH3:31])=[O:29])[CH2:26][O:25][CH2:24]1>>[F:21][C:2]1([F:1])[CH2:3][N:4]([C:6]2[C:7]([O:15][CH2:16][C:17]([F:18])([F:19])[F:20])=[CH:8][C:9]([C:12]([NH:22][C:23]3([CH2:27][C:28]([NH:30][CH3:31])=[O:29])[CH2:26][O:25][CH2:24]3)=[O:13])=[N:10][CH:11]=2)[CH2:5]1. Procedure details: The title compound was synthesized in analogy to Example 112e, using 5-(3,3-difluoroazetidin-1-yl)-4-(2,2,2-trifluoroethoxy)pyridine-2-carboxylic acid (Example 223b) and 2-(3-aminooxetan-3-yl)-N-methyl-acetamide (example 231a) as starting materials and isolated (25 mg, 43%); MS (ESI, m/z): 439.5 (M+H+). Reactants: Cc1cc2cc(N)ccc2[nH]1, Clc1ccnc2cc(-c3nc4ccccc4o3)sc12. The product is Cc1cc2cc(Nc3ccnc4cc(-c5nc6ccccc6o5)sc34)ccc2[nH]1. RXN SMILES: [CH3:1][c:2]1[nH:3][c:4]2[cH:5][cH:6][c:7]([NH2:11])[cH:8][c:9]2[cH:10]1.[Cl:12][c:13]1[c:14]2[c:15]([n:16][cH:17][cH:18]1)[cH:19][c:20](-[c:22]1[o:23][c:24]3[c:25]([n:26]1)[cH:27][cH:28][cH:29][cH:30]3)[s:21]2>>[CH3:1][c:2]1[nH:3][c:4]2[cH:5][cH:6][c:7]([NH:11][c:13]3[c:14]4[c:15]([n:16][cH:17][cH:18]3)[cH:19][c:20](-[c:22]3[o:23][c:24]5[c:25]([n:26]3)[cH:27][cH:28][cH:29][cH:30]5)[s:21]4)[cH:8][c:9]2[cH:10]1. Reactants: ON1C(CCCC1(C)C)(C)C (1-oxyl-2,2,6,6-tetramethylpiperidine), N(=O)[O-].[Na+] (sodium nitrite), Cl (hydrochloric acid), NC1=CC=CC=C1 (aniline). The reagents and catalysts are [Cu](F)F (copper(II) fluoride). Solvent: N1=CC=CC=C1 (pyridine), O (water), O (water). Run at temperature 70 celsius, time 20 minute. The product is O(C1=CC=CC=C1)N1C(CCCC1(C)C)(C)C (1-Phenoxy-2,2,6,6-tetramethylpiperidine). RXN SMILES: Cl.N[C:3]1[CH:8]=[CH:7][CH:6]=[CH:5][CH:4]=1.N([O-])=O.[Na+].[OH:13][N:14]1[C:19]([CH3:21])([CH3:20])[CH2:18][CH2:17][CH2:16][C:15]1([CH3:23])[CH3:22]>O.N1C=CC=CC=1.[Cu](F)F>[O:13]([N:14]1[C:19]([CH3:21])([CH3:20])[CH2:18][CH2:17][CH2:16][C:15]1([CH3:23])[CH3:22])[C:3]1[CH:8]=[CH:7][CH:6]=[CH:5][CH:4]=1 |f:2.3|. Procedure details: Into a solution of 5 g of water and 15.3 g (150 mmol) of concentrated hydrochloric acid is added dropwise 4.60 g (50 mmol) of aniline. The temperature of the reaction mixture during the addition step is kept under 40° C. After the addition is complete, the reaction mixture is heated to 70° C. for one hour. The reaction mixture is then cooled to 0° to 5° C. followed by a dropwise addition of an aqueous solution of 3.45 g (50 mmol) of sodium nitrite in 10 mL of water. The addition time is 20 minut... Procedure: A solution of 3-methyl-N-phenyl-5-isoxazoleacetamide (10 mmol) and N,N-dimethyl-formamide dimethyl acetal (1.80 g, 2.0 mL, 15 mmol) in 20 mL of toluene was stirred at 80° C. for 24 h. The reaction was conc. to dryness. The residue was dissolved in 5 mL of toluene and treated with neat p-phenetidine (10 mmol). After heating at reflux for 2 h, the reaction was evaporated to dryness. Purification by column chromatography (2% MeOH/CH2Cl2) afforded the title compound as a light yellow solid, mp 114-1... The reactants are CC1=NOC(=C1)CC(=O)NC1=CC=CC=C1 (3-methyl-N-phenyl-5-isoxazoleacetamide), COC(N(C)C)OC (N,N-dimethyl-formamide dimethyl acetal), CCOC=1C=CC(=CC1)N (p-phenetidine). As a reaction SMILES: [CH3:1][C:2]1[CH:6]=[C:5]([CH2:7][C:8]([NH:10][C:11]2[CH:16]=[CH:15][CH:14]=[CH:13][CH:12]=2)=[O:9])[O:4][N:3]=1.[CH3:17]OC(OC)N(C)C.[CH3:25][CH2:26][O:27][C:28]1[CH:29]=[CH:30][C:31]([NH2:34])=[CH:32][CH:33]=1>C1(C)C=CC=CC=1>[CH2:26]([O:27][C:28]1[CH:33]=[CH:32][C:31]([NH:34][CH:17]=[C:7]([C:5]2[O:4][N:3]=[C:2]([CH3:1])[CH:6]=2)[C:8]([NH:10][C:11]2[CH:16]=[CH:15][CH:14]=[CH:13][CH:12]=2)=[O:9])=[CH:30][CH:29]=1)[CH3:25]. Yields the product C(C)OC1=CC=C(C=C1)NC=C(C(=O)NC1=CC=CC=C1)C1=CC(=NO1)C (α-[[(4-Ethoxyphenyl)amino]methylene]-3-methyl-N-phenyl-5-isoxazoleacetamide). Solvent: C1(=CC=CC=C1)C (toluene), C1(=CC=CC=C1)C (toluene). Starting materials: O=C1CCC(=O)N1Br, COc1cccc(C)c1N(C(C)=O)C(C)=O, O=C(OOC(=O)c1ccccc1)c1ccccc1, ClC(Cl)(Cl)Cl. Yields the product COc1cccc(CBr)c1N(C(C)=O)C(C)=O. RXN SMILES: [Br:17][N:18]1[C:19](=[O:20])[CH2:21][CH2:22][C:23]1=[O:24].[C:1]([CH3:2])(=[O:3])[N:4]([C:5]([CH3:6])=[O:7])[c:8]1[c:9]([O:15][CH3:16])[cH:10][cH:11][cH:12][c:13]1[CH3:14].[C:25]([O:26][O:27][C:28](=[O:29])[c:30]1[cH:31][cH:32][cH:33][cH:34][cH:35]1)(=[O:36])[c:37]1[cH:38][cH:39][cH:40][cH:41][cH:42]1.[C:43]([Cl:44])([Cl:45])([Cl:46])[Cl:47]>>[C:1]([CH3:2])(=[O:3])[N:4]([C:5]([CH3:6])=[O:7])[c:8]1[c:9]([O:15][CH3:16])[cH:10][cH:11][cH:12][c:13]1[CH2:14][Br:17]. Reactants: CC(Cl)c1cccnc1, CCC(C)Oc1cccc(C(=O)O)n1. The reagents and catalysts are O=C([O-])[O-].[Cs+].[Cs+] (cesium carbonate), [I-].[K+] (potassium iodide). Solvent: CN(C)C=O (DMF), CN(C)C=O (dmf), CN(C)C=O (DMF). Conditions: temperature 70 celsius, time 16 hour. Product: CCC(C)Oc1cccc(C(=O)OC(C)c2cccnc2)n1. Starting materials: BrC=1C=C(C(=NC1)O)O (5-bromopyridin-2,3-diol), BrCBr (Dibromomethane), C([O-])([O-])=O.[Cs+].[Cs+] (cesium carbonate), CN(C)C=O (DMF). The solvent is O (water). Reaction conditions: time 8 hour. Product: BrC1=CC=C2C(=N1)OCO2 (5-bromo-[1,3]dioxolo[4,5-b]pyridine). The yield is 13.1%. Reaction SMILES: Br[CH2:2][Br:3].[C:4](=[O:7])([O-])[O-:5].[Cs+].[Cs+].CN(C=O)C.Br[C:16]1[CH:17]=[C:18](O)[C:19](O)=[N:20]C=1>O>[Br:3][C:2]1[N:20]=[C:19]2[O:5][CH2:4][O:7][C:18]2=[CH:17][CH:16]=1 |f:1.2.3|. Procedure: Dibromomethane (91 mg) and cesium carbonate (380 mg) were added to a tube containing a DMF (4 ml) solution containing 5-bromopyridin-2,3-diol (100 mg) and the tube was sealed, followed by stirring at 100° C.-110° C. for 8 hours. The reaction solution was adjusted to room temperature, and water was added, followed by extraction with ethyl acetate. The resultant was washed with saturated saline and dried over anhydrous sodium sulfate. Subsequently, the solvent was distilled away under reduced pres...